This data is from the Open Reaction Database (ORD), a public repository of structured organic reaction records. The task is: describe an organic reaction: reactants, conditions, products, and yield The reactants are C1COC2(CCC(CC2)=O)O1 (1,4-cyclohexanedione monoethylene ketal), BrCCC=C (4-bromo-1-butene), [Mg] (magnesium), II (iodine). Solvent: O1CCCC1 (tetrahydrofuran), [Cl-].[NH4+] (ammonium chloride), O1CCCC1 (tetrahydrofuran). Run at time 1 hour. The product is C1COC2(CCC(CC2)(O)CCC=C)O1 (4-(3-Butenyl)-4-hydroxy-cyclohexanone ethylene ketal). RXN SMILES: Br[CH2:2][CH2:3][CH:4]=[CH2:5].[Mg].II.[CH2:9]1[O:19][C:12]2([CH2:17][CH2:16][C:15](=[O:18])[CH2:14][CH2:13]2)[O:11][CH2:10]1>O1CCCC1.[Cl-].[NH4+]>[CH2:10]1[O:11][C:12]2([CH2:13][CH2:14][C:15]([CH2:5][CH2:4][CH:3]=[CH2:2])([OH:18])[CH2:16][CH2:17]2)[O:19][CH2:9]1 |f:5.6|. Reported procedure: To a mixture of 4-bromo-1-butene (1.0 g) and magnesium turnings (1.77 g) in dry tetrahydrofuran (10 mL) was added a crystal of iodine and the mixtures was stirred at room temperature until complete reaction had occurred. To this mixture was added 1,4-cyclohexanedione monoethylene ketal (780 mg) in tetrahydrofuran (1 mL) at 0° C. After 1 h at 0° C. and 1 h at room temperature the reaction mixture was diluted with ammonium chloride solution and the product was extracted with ether. After drying ov... Reactants: NC=1C=C(C=CC1)O (3-aminophenol), C1(=CC=CC=C1)C (toluene), C1(=CC=CC=C1)C#CC1=CC=C(C(=O)C2=CC=C(C=C2)F)C=C1 (4-phenylethynyl-4'-fluorobenzophenone), C([O-])([O-])=O.[K+].[K+] (potassium carbonate). Solvent: O (water), CC(=O)N(C)C (DMAc). Reaction conditions: temperature 142 celsius. Yields the product NC=1C=C(OC2=CC=C(C(=O)C3=CC=C(C=C3)C#CC3=CC=CC=C3)C=C2)C=CC1 (4-(3-aminophenoxy)-4'-phenylethynylbenzophenone). Yield: 95.0%. Reaction SMILES: [NH2:1][C:2]1[CH:3]=[C:4]([OH:8])[CH:5]=[CH:6][CH:7]=1.[C:9]1([C:15]#[C:16][C:17]2[CH:31]=[CH:30][C:20]([C:21]([C:23]3[CH:28]=[CH:27][C:26](F)=[CH:25][CH:24]=3)=[O:22])=[CH:19][CH:18]=2)[CH:14]=[CH:13][CH:12]=[CH:11][CH:10]=1.C(=O)([O-])[O-].[K+].[K+].C1(C)C=CC=CC=1>O.CC(N(C)C)=O>[NH2:1][C:2]1[CH:3]=[C:4]([CH:5]=[CH:6][CH:7]=1)[O:8][C:26]1[CH:27]=[CH:28][C:23]([C:21]([C:20]2[CH:30]=[CH:31][C:17]([C:16]#[C:15][C:9]3[CH:14]=[CH:13][CH:12]=[CH:11][CH:10]=3)=[CH:18][CH:19]=2)=[O:22])=[CH:24][CH:25]=1 |f:2.3.4|. Procedure details: In a 500 mL flask equipped with nitrogen inlet, overhead stirring assembly, Dean-Stark trap, and reflux condenser were placed 3-aminophenol (18.5 g, 0.17 mol), 4-phenylethynyl-4'-fluorobenzophenone (43.2 g, 0.14 mol), potassium carbonate (22 g, 0.16 mol), toluene (30 mL), and DMAc (200 mL). The mixture was heated to 142° C. for 8 h, then cooled to room temperature. The reaction mixture was poured into water and the resulting light yellow powder was collected by filtration. Recrystallization from... Reactants: BrC=1C=NC(=NC1)Cl (5-bromo-2-chloropyrimidine), [Br-].C1(CCC1)[Zn+] (cyclobutylzinc(II) bromide). The reagents and catalysts are C1=CC=C(C=C1)P([C-]2C=CC=C2)C3=CC=CC=C3.C1=CC=C(C=C1)P([C-]2C=CC=C2)C3=CC=CC=C3.Cl[Pd]Cl.[Fe+2].C(Cl)Cl (PdCl2(dppf) CH2Cl2). The solvent is ClCCl (dichloromethane). Product: ClC1=NC=C(C=N1)C1CCC1 (2-chloro-5-cyclobutylpyrimidine). Yield: 35.5%. RXN SMILES: Br[C:2]1[CH:3]=[N:4][C:5]([Cl:8])=[N:6][CH:7]=1.[Br-].[CH:10]1([Zn+])[CH2:13][CH2:12][CH2:11]1>C1C=CC(P(C2C=CC=CC=2)[C-]2C=CC=C2)=CC=1.C1C=CC(P(C2C=CC=CC=2)[C-]2C=CC=C2)=CC=1.Cl[Pd]Cl.[Fe+2].C(Cl)Cl.ClCCl>[Cl:8][C:5]1[N:4]=[CH:3][C:2]([CH:10]2[CH2:13][CH2:12][CH2:11]2)=[CH:7][N:6]=1 |f:1.2,3.4.5.6.7|. Reported procedure: To a 100 mL recovery flask containing 5-bromo-2-chloropyrimidine (816 mg, 4.22 mmol) was applied vacuum then placed under a nitrogen atmosphere. To the flask was added dichloromethane (3 mL), PdCl2(dppf)-CH2Cl2 (172 mg, 0.211 mmol) and then cyclobutylzinc(II) bromide (8.44 mL, 4.22 mmol, 1.3 M in THF) over 1-2 minutes. The reaction was quenched at 2 hours with 20 mL of saturated aqueous NH4Cl and 50 mL EtOAc. The organic layer was washed with 20 mL each of saturated aqueous NaHCO3 and then NaCl,... The reactants are FC1=C(C=C(C=C1)F)[C@@H]1[C@H](NC(O1)=O)C=1C=NC=C(C1)C#C ((4R,5R)-5-(2,5-difluorophenyl)-4-(5-ethynylpyridin-3-yl)oxazolidin-2-one), BrC1=CC(=CC(=C1)Cl)Cl (1-bromo-3,5-dichlorobenzene), C1(=CC=CC=C1)P(C1=CC=CC=C1)C1=CC=CC=C1 (triphenylphosphine). Reagents/catalysts: [Pd](Cl)Cl.C1(=CC=CC=C1)P(C1=CC=CC=C1)C1=CC=CC=C1.C1(=CC=CC=C1)P(C1=CC=CC=C1)C1=CC=CC=C1 (bis(triphenylphosphine) palladium (II) chloride), [Cu]I (copper (I) iodide). Run in C(C)N(CC)CC (Triethylamine). Run at time 5 minute. The product is C(C)(=O)[O-].[NH4+] (Ammonium Acetate), ClC=1C=C(C=C(C1)Cl)C#CC=1C=C(C=NC1)[C@H]1NC(O[C@@H]1C1=C(C=CC(=C1)F)F)=O ((4R,5R)-4-(5-((3,5-dichlorophenyl)ethynyl)pyridin-3-yl)-5-(2,5-difluorophenyl)oxazolidin-2-one). Yield: 64.6%. As a reaction SMILES: [F:1][C:2]1[CH:7]=[CH:6][C:5]([F:8])=[CH:4][C:3]=1[C@H:9]1[O:13][C:12](=[O:14])[NH:11][C@@H:10]1[C:15]1[CH:16]=[N:17][CH:18]=[C:19]([C:21]#[CH:22])[CH:20]=1.Br[C:24]1[CH:29]=[C:28]([Cl:30])[CH:27]=[C:26]([Cl:31])[CH:25]=1.C1(P(C2C=CC=CC=2)C2C=CC=CC=2)C=CC=CC=1>C(N(CC)CC)C.[Pd](Cl)Cl.C1(P(C2C=CC=CC=2)C2C=CC=CC=2)C=CC=CC=1.C1(P(C2C=CC=CC=2)C2C=CC=CC=2)C=CC=CC=1.[Cu]I>[C:12]([O-:13])(=[O:14])[CH3:24].[NH4+:11].[Cl:30][C:28]1[CH:29]=[C:24]([C:22]#[C:21][C:19]2[CH:20]=[C:15]([C@@H:10]3[C@@H:9]([C:3]4[CH:4]=[C:5]([F:8])[CH:6]=[CH:7][C:2]=4[F:1])[O:13][C:12](=[O:14])[NH:11]3)[CH:16]=[N:17][CH:18]=2)[CH:25]=[C:26]([Cl:31])[CH:27]=1 |f:4.5.6,8.9|. Procedure: To a slurry of (4R,5R)-5-(2,5-difluorophenyl)-4-(5-ethynylpyridin-3-yl)oxazolidin-2-one (50 mg, 0.167 mmol) in Triethylamine (Volume: 2 mL) was bubbled nitrogen for 20 min at which time 1-bromo-3,5-dichlorobenzene (49 mg, 0.22 mmol) was added with continued nitrogen bubbling for 5 min before adding bis(triphenylphosphine) palladium (II) chloride (8.8 mg, 0.012 mmol), triphenylphosphine (7.9 mg, 0.030 mmol), and copper (I) iodide (9.5 mg, 0.050 mmol) together in 1 portion. After 5 min additional ... The reactants are [OH-].[Na+] (Sodium hydroxide), CS(=O)(=O)N(S(=O)(=O)C)C1=C(C=CC=C1)SC=1C2=C(SC1C(=O)OCC)C=C(C=C2)OCC=2C=NC=CC2 (ethyl 3-[2-(N,N-dimethylsulfonylamino)phenyl]sulfanyl-6-(3-pyridylmethoxy)benzo[b]thiophene-2-carboxylate), C(C)(=O)O (acetic acid). Run in CO (methanol), O (water). Yields the product CS(=O)(=O)NC1=C(C=CC=C1)SC=1C2=C(SC1C(=O)O)C=C(C=C2)OCC=2C=NC=CC2 (3-[2-(Methylsulfonylamino)phenyl]sulfanyl-6-(3-pyridylmethoxy)benzo[b]thiophene-2-carboxylic Acid). Isolated yield 67.6%. RXN SMILES: [OH-].[Na+].[CH3:3][S:4]([N:7]([C:12]1[CH:17]=[CH:16][CH:15]=[CH:14][C:13]=1[S:18][C:19]1[C:20]2[CH:32]=[CH:31][C:30]([O:33][CH2:34][C:35]3[CH:36]=[N:37][CH:38]=[CH:39][CH:40]=3)=[CH:29][C:21]=2[S:22][C:23]=1[C:24]([O:26]CC)=[O:25])S(C)(=O)=O)(=[O:6])=[O:5].C(O)(=O)C>CO.O>[CH3:3][S:4]([NH:7][C:12]1[CH:17]=[CH:16][CH:15]=[CH:14][C:13]=1[S:18][C:19]1[C:20]2[CH:32]=[CH:31][C:30]([O:33][CH2:34][C:35]3[CH:36]=[N:37][CH:38]=[CH:39][CH:40]=3)=[CH:29][C:21]=2[S:22][C:23]=1[C:24]([OH:26])=[O:25])(=[O:5])=[O:6] |f:0.1|. Reported procedure: Sodium hydroxide (1 ml of 1M in water) was added to a solution of ethyl 3-[2-(N,N-dimethylsulfonylamino)phenyl]sulfanyl-6-(3-pyridylmethoxy)benzo[b]thiophene-2-carboxylate (Example 16--185 mg, 0.31 mmol) in methanol (5 ml), and the solution was heated at reflux for 40 minutes. The hot solution was acidified by dropwise addition of acetic acid, diluted with water (5 ml), and cooled. The solid precipitate was isolated by filtration and dried under vacuo to give the title compound as a colourless s... The reactants are CO, NN, CCOC(=O)C1CCC(O)CC1. Yields the product NNC(=O)C1CCC(O)CC1. RXN SMILES: [CH3:15][OH:16].[NH2:13][NH2:14].[OH:1][CH:2]1[CH2:3][CH2:4][CH:5]([C:8]([O:10][CH2:9][CH3:11])=[O:12])[CH2:6][CH2:7]1>>[OH:1][CH:2]1[CH2:3][CH2:4][CH:5]([C:8](=[O:10])[NH:13][NH2:14])[CH2:6][CH2:7]1. The solvent is CO (methanol). Yields the product C(#N)C1=C(C2=CC=C(C=C2)CNC(CCCC)=N)C=CC=C1 (N-(2'-cyanobiphen-4-yl)methylvaleramidine). Procedure: The title compound is prepared by stirring one equivalent of methyl valerimidate hydrochloride, one equivalent of 4-aminomethyl-2'-cyanobiphenyl, and one equivalent of sodium methoxide in methanol. The reaction mixture may then be stripped of solvent and the amidine and residual sodium chloride is used directly in the next reaction. The reactants are Cl.C(CCCC)(OC)=N (methyl valerimidate hydrochloride), NCC1=CC=C(C=C1)C1=C(C=CC=C1)C#N (4-aminomethyl-2'-cyanobiphenyl), C[O-].[Na+] (sodium methoxide), amidine, [Cl-].[Na+] (sodium chloride). As a reaction SMILES: Cl.[C:2](=[NH:9])(OC)[CH2:3][CH2:4][CH2:5][CH3:6].[NH2:10][CH2:11][C:12]1[CH:17]=[CH:16][C:15]([C:18]2[CH:23]=[CH:22][CH:21]=[CH:20][C:19]=2[C:24]#[N:25])=[CH:14][CH:13]=1.C[O-].[Na+].[Cl-].[Na+]>CO>[C:24]([C:19]1[CH:20]=[CH:21][CH:22]=[CH:23][C:18]=1[C:15]1[CH:14]=[CH:13][C:12]([CH2:11][NH:10][C:2](=[NH:9])[CH2:3][CH2:4][CH2:5][CH3:6])=[CH:17][CH:16]=1)#[N:25] |f:0.1,3.4,5.6|. Reactants: CCOC(=O)CBr, O=C([O-])[O-], CNCCC=C1c2ccccc2C=Cc2ccccc21, CN(C)C=O, [K+], [K+], O. Yields the product CCOC(=O)CN(C)CCC=C1c2ccccc2C=Cc2ccccc21. As a reaction SMILES: [Br:21][CH2:22][C:23](=[O:24])[O:25][CH2:26][CH3:27].[C:28](=[O:29])([O-:30])[O-:31].[CH3:1][NH:2][CH2:3][CH2:4][CH:5]=[C:6]1[c:7]2[c:8]([cH:17][cH:18][cH:19][cH:20]2)[CH:9]=[CH:10][c:11]2[c:12]1[cH:13][cH:14][cH:15][cH:16]2.[CH3:34][N:35]([CH3:36])[CH:37]=[O:38].[K+:32].[K+:33].[OH2:39]>>[CH3:1][N:2]([CH2:3][CH2:4][CH:5]=[C:6]1[c:7]2[c:8]([cH:17][cH:18][cH:19][cH:20]2)[CH:9]=[CH:10][c:11]2[c:12]1[cH:13][cH:14][cH:15][cH:16]2)[CH2:22][C:23](=[O:24])[O:25][CH2:26][CH3:27].